Dataset: the Open Reaction Database (ORD), a public repository of structured organic reaction records. Task: describe an organic reaction: reactants, conditions, products, and yield Reactants: C1(=CC=CC=C1)P(C1=CC=CC=C1)C1=CC=CC=C1 (triphenylphosphine), CC(C)OC(=O)/N=N/C(=O)OC(C)C (DIAD), C(C)C1=NN2C(N=C(C=C2C)C)=C1CC1=CC=C(C=C1)O (4-(2-ethyl-5,7-dimethyl-pyrazolo[1,5-a]pyrimidin-3-ylmethyl)-phenol), C(=O)(OC(C)(C)C)N1CCC(CC1)CO (N-Boc-4-piperidinmethanol), ClCCl (dichloromethane). Solvent: C(C)OC(C)=O (ethylacetate). Conditions: time 12 hour. Product: Cl.C(C)C1=NN2C(N=C(C=C2C)C)=C1CC1=CC=C(C=C1)OCC1CCNCC1 (2-Ethyl-5,7-dimethyl-3-[4-(piperidin-4-ylmethoxy)-benzyl]-pyrazolo[1,5-a]pyrimidine hydrochloride). Reaction SMILES: [CH2:1]([C:3]1[C:13]([CH2:14][C:15]2[CH:20]=[CH:19][C:18]([OH:21])=[CH:17][CH:16]=2)=[C:6]2[N:7]=[C:8]([CH3:12])[CH:9]=[C:10]([CH3:11])[N:5]2[N:4]=1)[CH3:2].C([N:29]1[CH2:34][CH2:33][CH:32]([CH2:35]O)[CH2:31][CH2:30]1)(OC(C)(C)C)=O.C1(P(C2C=CC=CC=2)C2C=CC=CC=2)C=CC=CC=1.CC(OC(/N=N/C(OC(C)C)=O)=O)C.[Cl:70]CCl>C(OC(=O)C)C>[ClH:70].[CH2:1]([C:3]1[C:13]([CH2:14][C:15]2[CH:16]=[CH:17][C:18]([O:21][CH2:35][CH:32]3[CH2:33][CH2:34][NH:29][CH2:30][CH2:31]3)=[CH:19][CH:20]=2)=[C:6]2[N:7]=[C:8]([CH3:12])[CH:9]=[C:10]([CH3:11])[N:5]2[N:4]=1)[CH3:2] |f:6.7|. Reported procedure: 4-(2-Ethyl-5,7-dimethyl-pyrazolo[1,5-a]pyrimidin-3-ylmethyl)-phenol (8), (0.12 g, 0.4 mmol) N-Boc-4-piperidinmethanol (0.11 g, 0.49 mmol) were dissolved in 3 ml of dichloromethane and triphenylphosphine (0.13 g, 0.49 mmol) and DIAD (0.12 g, 0.49 mmol) were added. The reaction mixture was stirred at rt for 12 h. It was then diluted with ethylacetate and the organic layer was washed with 5% aqueous NaHCO3 solution. The organic layer was washed again with brine and dried over Na2 SO4. It was then c...